From a dataset of the Open Reaction Database (ORD), a public repository of structured organic reaction records. describe an organic reaction: reactants, conditions, products, and yield Reactants: O=C([O-])[O-], CC#N, CC(C)I, [K+], [K+], CCOC(=O)CCC1CC(NCC2OC(n3cnc4c(N)ncnc43)C3OC(C)(C)OC23)C1. Product: CCOC(=O)CCC1CC(N(CC2OC(n3cnc4c(N)ncnc43)C3OC(C)(C)OC23)C(C)C)C1. RXN SMILES: [C:34](=[O:35])([O-:36])[O-:37].[CH3:44][C:45]#[N:46].[CH:40]([CH3:41])([CH3:42])[I:43].[K+:38].[K+:39].[NH2:1][c:2]1[c:3]2[n:4][cH:5][n:6]([CH:11]3[O:12][CH:13]([CH2:21][NH:22][CH:23]4[CH2:24][CH:25]([CH2:27][CH2:28][C:29](=[O:30])[O:31][CH2:32][CH3:33])[CH2:26]4)[CH:14]4[CH:15]3[O:16][C:17]([CH3:19])([CH3:20])[O:18]4)[c:7]2[n:8][cH:9][n:10]1>>[NH2:1][c:2]1[c:3]2[n:4][cH:5][n:6]([CH:11]3[O:12][CH:13]([CH2:21][N:22]([CH:23]4[CH2:24][CH:25]([CH2:27][CH2:28][C:29](=[O:30])[O:31][CH2:32][CH3:33])[CH2:26]4)[CH:40]([CH3:41])[CH3:42])[CH:14]4[CH:15]3[O:16][C:17]([CH3:19])([CH3:20])[O:18]4)[c:7]2[n:8][cH:9][n:10]1.